This data is from the Open Reaction Database (ORD), a public repository of structured organic reaction records. The task is: describe an organic reaction: reactants, conditions, products, and yield The reactants are C(CCCCCCCCCCCCCCC)N1C(=NC=C1)CCC (1-n-hexadecyl-2-n-propylimidazole), C(CCCCCCC)Br (n-octyl bromide). The product is [Br-].C(CCCCCCCCCCCCCCC)N1C(N(C=C1)CCCCCCCC)CCC (1-n-hexadecyl-2-n-propyl-3-n-octylimidazole bromide). RXN SMILES: [CH2:1]([N:17]1[CH:21]=[CH:20][N:19]=[C:18]1[CH2:22][CH2:23][CH3:24])[CH2:2][CH2:3][CH2:4][CH2:5][CH2:6][CH2:7][CH2:8][CH2:9][CH2:10][CH2:11][CH2:12][CH2:13][CH2:14][CH2:15][CH3:16].[CH2:25]([Br:33])[CH2:26][CH2:27][CH2:28][CH2:29][CH2:30][CH2:31][CH3:32]>>[Br-:33].[CH2:1]([N:17]1[CH:21]=[CH:20][N:19]([CH2:25][CH2:26][CH2:27][CH2:28][CH2:29][CH2:30][CH2:31][CH3:32])[CH:18]1[CH2:22][CH2:23][CH3:24])[CH2:2][CH2:3][CH2:4][CH2:5][CH2:6][CH2:7][CH2:8][CH2:9][CH2:10][CH2:11][CH2:12][CH2:13][CH2:14][CH2:15][CH3:16] |f:2.3|. Procedure: 1 mole of 1-n-hexadecyl-2-n-propylimidazole and 1.2 moles of n-octyl bromide are heated together at 150° C for 5 hours. Then the unreacted n-octyl bromide is distilled off and the residue is washed with ether. Starting materials: N[C@H]1[C@@H](SC2=C(NC1=O)C=CC=C2)C2=CC=CC=C2 (trans-3-amino-2-phenyl-2,3-dihydro-1,5-benzothiazepin-4(5H)-one), [H-].[Na+] (sodium hydride), solution, BrCC(=O)OC(C)(C)C (tert-butyl bromoacetate). Solvent: CN(C=O)C (dimethylformamide), CN(C=O)C (dimethylformamide). Reaction conditions: time 20 minute. The product is N[C@H]1[C@@H](SC2=C(N(C1=O)CC(=O)OC(C)(C)C)C=CC=C2)C2=CC=CC=C2 (tert-butyl trans-3-amino- 4-oxo-2-phenyl-2,3,4,5-tetrahydro-1,5-benzothiazepine-5-acetate). The yield is 94.4%. Reaction SMILES: [NH2:1][C@@H:2]1[C:8](=[O:9])[NH:7][C:6]2[CH:10]=[CH:11][CH:12]=[CH:13][C:5]=2[S:4][C@H:3]1[C:14]1[CH:19]=[CH:18][CH:17]=[CH:16][CH:15]=1.[H-].[Na+].Br[CH2:23][C:24]([O:26][C:27]([CH3:30])([CH3:29])[CH3:28])=[O:25]>CN(C)C=O>[NH2:1][C@@H:2]1[C:8](=[O:9])[N:7]([CH2:23][C:24]([O:26][C:27]([CH3:30])([CH3:29])[CH3:28])=[O:25])[C:6]2[CH:10]=[CH:11][CH:12]=[CH:13][C:5]=2[S:4][C@H:3]1[C:14]1[CH:15]=[CH:16][CH:17]=[CH:18][CH:19]=1 |f:1.2|. Procedure details: In 250 ml of dimethylformamide is dissolved 13.9 g of trans-3-amino-2-phenyl-2,3-dihydro-1,5-benzothiazepin-4(5H)-one, and 2.3 g of 60% sodium hydride is added to the solution. After the mixture is stirred at room temperature for 20 minutes, 80 ml of a solution containing 10 g of tert-butyl bromoacetate in dimethylformamide is added thereto dropwise. The mixture is stirred at room temperature for 3 hours and then concentrated under reduced pressure. Water is added to the residue, and the organic... Reactants: C(C)OC(=O)C1=NC2=CC=CC(=C2C=C1)N=CC(CC(C)(C)C1=C(C=CC(=C1)Cl)OC)(C(F)(F)F)O (5-[4-(5-chloro-2-methoxyphenyl)-2-hydroxy-4-methyl-2-trifluoromethylpentylidenamino]-quinoline-2-carboxylic acid ethyl ester), [BH4-].[Na+] (sodium borohydride). Yields the product ClC=1C=CC(=C(C1)C(CC(CNC1=C2C=CC(=NC2=CC=C1)CO)(O)C(F)(F)F)(C)C)OC (4-(5-Chloro-2-methoxyphenyl)-1-(2-(hydroxymethyl)quinolin-5-ylamino)-4-methyl-2-(trifluoromethyl)pentan-2-ol). RXN SMILES: C([O:3][C:4]([C:6]1[CH:15]=[CH:14][C:13]2[C:8](=[CH:9][CH:10]=[CH:11][C:12]=2[N:16]=[CH:17][C:18]([OH:36])([C:32]([F:35])([F:34])[F:33])[CH2:19][C:20]([C:23]2[CH:28]=[C:27]([Cl:29])[CH:26]=[CH:25][C:24]=2[O:30][CH3:31])([CH3:22])[CH3:21])[N:7]=1)=O)C.[BH4-].[Na+]>>[Cl:29][C:27]1[CH:26]=[CH:25][C:24]([O:30][CH3:31])=[C:23]([C:20]([CH3:21])([CH3:22])[CH2:19][C:18]([C:32]([F:33])([F:34])[F:35])([OH:36])[CH2:17][NH:16][C:12]2[CH:11]=[CH:10][CH:9]=[C:8]3[C:13]=2[CH:14]=[CH:15][C:6]([CH2:4][OH:3])=[N:7]3)[CH:28]=1 |f:1.2|. Procedure: Analogously to Example 40, 120 mg (0.23 mmol) of 5-[4-(5-chloro-2-methoxyphenyl)-2-hydroxy-4-methyl-2-trifluoromethylpentylidenamino]-quinoline-2-carboxylic acid ethyl ester is reacted with 35 mg (0.92 mmol) of sodium borohydride. Reactants: COC(=O)c1ccccc1CBr, CO, Cl, NC(CS)C(=O)O, [Na+], [OH-], O. Yields the product COC(=O)c1ccccc1CSCC(N)C(=O)O. As a reaction SMILES: [Br:12][CH2:13][c:14]1[c:15]([C:20](=[O:21])[O:22][CH3:23])[cH:16][cH:17][cH:18][cH:19]1.[CH3:24][OH:25].[ClH:1].[NH2:2][CH:3]([CH2:4][SH:5])[C:6](=[O:7])[OH:8].[Na+:11].[OH-:10].[OH2:9]>>[NH2:2][CH:3]([CH2:4][S:5][CH2:13][c:14]1[c:15]([C:20](=[O:21])[O:22][CH3:23])[cH:16][cH:17][cH:18][cH:19]1)[C:6](=[O:7])[OH:8]. Reactants: O=C([O-])[O-], CO, COc1cc(C(C)C)c2c(c1)S(=O)(=O)N(CCl)C2=O, [Cs+], [Cs+], O=C1CCC(C(=O)O)N1, O. The product is COc1cc(C(C)C)c2c(c1)S(=O)(=O)N(COC(=O)C1CCC(=O)N1)C2=O. As a reaction SMILES: [C:10](=[O:11])([O-:12])[O-:13].[CH3:16][OH:17].[Cl:18][CH2:19][N:20]1[S:21](=[O:22])(=[O:23])[c:24]2[cH:25][c:26]([O:35][CH3:36])[cH:27][c:28]([CH:32]([CH3:33])[CH3:34])[c:29]2[C:30]1=[O:31].[Cs+:14].[Cs+:15].[NH:1]1[C:2](=[O:9])[CH2:3][CH2:4][CH:5]1[C:6](=[O:7])[OH:8].[OH2:37]>>[NH:1]1[C:2](=[O:9])[CH2:3][CH2:4][CH:5]1[C:6](=[O:7])[O:8][CH2:19][N:20]1[S:21](=[O:22])(=[O:23])[c:24]2[cH:25][c:26]([O:35][CH3:36])[cH:27][c:28]([CH:32]([CH3:33])[CH3:34])[c:29]2[C:30]1=[O:31]. The reactants are CN(C)C=O, CN(C)S(=O)(=O)c1cn(C(CC2CCCC2)C(=O)O)cn1, O=C(Cl)C(=O)Cl, ClCCl. The product is CN(C)S(=O)(=O)c1cn(C(CC2CCCC2)C(=O)Cl)cn1. As a reaction SMILES: [CH3:28][N:29]([CH3:30])[CH:31]=[O:32].[CH:1]1([CH2:6][CH:7]([C:8](=[O:9])[OH:10])[n:11]2[cH:12][n:13][c:14]([S:16]([N:17]([CH3:18])[CH3:19])(=[O:20])=[O:21])[cH:15]2)[CH2:2][CH2:3][CH2:4][CH2:5]1.[Cl:22][C:23]([C:24]([Cl:25])=[O:26])=[O:27].[Cl:33][CH2:34][Cl:35]>>[CH:1]1([CH2:6][CH:7]([C:8](=[O:9])[Cl:22])[n:11]2[cH:12][n:13][c:14]([S:16]([N:17]([CH3:18])[CH3:19])(=[O:20])=[O:21])[cH:15]2)[CH2:2][CH2:3][CH2:4][CH2:5]1. Starting materials: [F-].C(C)[N+](CC)(CC)CC (Tetraethylammonium fluoride), O1COC2=C1C=CC(=C2)C(C(=O)NS(=O)(=O)C2=C(C=C(C=C2)C)CC)C2=CN(C1=CC(=CC=C21)CO[Si](C(C)C)(C(C)C)C(C)C)C (3-{1-(1,3-Benzodioxol-5-yl)-2-[(2-ethyl-4-methylphenyl)sulfonamido]-2-oxoethyl}-6-(triisopropylsilyloxymethyl)-1-methyl-1H-indole), Cl (hydrochloric acid). The solvent is C(C)#N (acetonitrile). Yields the product O1COC2=C1C=CC(=C2)C(C(=O)NS(=O)(=O)C2=C(C=C(C=C2)C)CC)C2=CN(C1=CC(=CC=C21)CO)C (3-{1-(1,3-Benzodioxol-5-yl)-2-[(2-ethyl-4-methylphenyl)sulfonamido]-2-oxoethyl}-6-(hydroxymethyl)-1-methyl-1H-indole). The yield is 84.5%. As a reaction SMILES: [F-].C([N+](CC)(CC)CC)C.[O:11]1[C:15]2[CH:16]=[CH:17][C:18]([CH:20]([C:36]3[C:44]4[C:39](=[CH:40][C:41]([CH2:45][O:46][Si](C(C)C)(C(C)C)C(C)C)=[CH:42][CH:43]=4)[N:38]([CH3:57])[CH:37]=3)[C:21]([NH:23][S:24]([C:27]3[CH:32]=[CH:31][C:30]([CH3:33])=[CH:29][C:28]=3[CH2:34][CH3:35])(=[O:26])=[O:25])=[O:22])=[CH:19][C:14]=2[O:13][CH2:12]1.Cl>C(#N)C>[O:11]1[C:15]2[CH:16]=[CH:17][C:18]([CH:20]([C:36]3[C:44]4[C:39](=[CH:40][C:41]([CH2:45][OH:46])=[CH:42][CH:43]=4)[N:38]([CH3:57])[CH:37]=3)[C:21]([NH:23][S:24]([C:27]3[CH:32]=[CH:31][C:30]([CH3:33])=[CH:29][C:28]=3[CH2:34][CH3:35])(=[O:26])=[O:25])=[O:22])=[CH:19][C:14]=2[O:13][CH2:12]1 |f:0.1|. Procedure details: Tetraethylammonium fluoride (312 mg, 2.18 mmol) was added to a stirred solution of the compound of step (g) (380 mg, 0.55 mmol) in acetonitrile (6 ml) at room temperature under a nitrogen atmosphere. After 12 H the mixture was poured into 1M hydrochloric acid (50 ml) and extracted into ethyl acetate (2×50 ml). The organic fractions were combined, dried (MgSO4) and concentrated in vacuo to give a yellow foam. Flash column chromatography (eluting with 98% dichloromethane/2% methanol) gave the prod... Starting materials: Brc1ncccn1, CCOC1CNCC1Nc1nc(CC)c(-c2ccc(OC)nc2C(F)(F)F)nc1CC, CCOC1CN(c2nccs2)CC1Nc1nc(CC)c(-c2ccc(Cl)cc2Cl)nc1CC. Yields the product CCOC1CN(c2ncccn2)CC1Nc1nc(CC)c(-c2ccc(OC)nc2C(F)(F)F)nc1CC. Reaction SMILES: [Br:33][c:34]1[n:35][cH:36][cH:37][cH:38][n:39]1.[CH2:40]([CH3:41])[O:42][CH:43]1[CH:44]([NH:48][c:49]2[n:50][c:51]([CH2:69][CH3:70])[c:52](-[c:57]3[c:58]([C:65]([F:66])([F:67])[F:68])[n:59][c:60]([O:63][CH3:64])[cH:61][cH:62]3)[n:53][c:54]2[CH2:55][CH3:56])[CH2:45][NH:46][CH2:47]1.[Cl:1][c:2]1[cH:3][c:4]([Cl:5])[cH:6][cH:7][c:8]1-[c:9]1[n:10][c:11]([CH2:12][CH3:13])[c:14]([NH:15][CH:16]2[CH:17]([O:18][CH2:19][CH3:20])[CH2:21][N:22]([c:23]3[s:24][cH:25][cH:26][n:27]3)[CH2:28]2)[n:29][c:30]1[CH2:31][CH3:32]>>[c:34]1([N:46]2[CH2:45][CH:44]([NH:48][c:49]3[n:50][c:51]([CH2:69][CH3:70])[c:52](-[c:57]4[c:58]([C:65]([F:66])([F:67])[F:68])[n:59][c:60]([O:63][CH3:64])[cH:61][cH:62]4)[n:53][c:54]3[CH2:55][CH3:56])[CH:43]([O:42][CH2:40][CH3:41])[CH2:47]2)[n:35][cH:36][cH:37][cH:38][n:39]1. Reactants: ClC1=CC=C(C=C1)N1CCNCC1 (1-(4-Chloro-phenyl)-piperazine), [O-]CC.[Na+] (sodium ethoxide), COC(C(=C)C)=O (2-Methyl-acrylic acid methyl ester). Solvent: C(C)O (ethanol). Product: COC(C(CN1CCN(CC1)C1=CC=C(C=C1)Cl)C)=O (3-[4-(4-chloro-phenyl)-piperazin-1-yl]-2-methyl-propionic acid methyl ester). The yield is 99.0%. Reaction SMILES: [Cl:1][C:2]1[CH:7]=[CH:6][C:5]([N:8]2[CH2:13][CH2:12][NH:11][CH2:10][CH2:9]2)=[CH:4][CH:3]=1.[O-]CC.[Na+].[CH3:18][O:19][C:20](=[O:24])[C:21]([CH3:23])=[CH2:22]>C(O)C>[CH3:18][O:19][C:20](=[O:24])[CH:21]([CH3:23])[CH2:22][N:11]1[CH2:12][CH2:13][N:8]([C:5]2[CH:4]=[CH:3][C:2]([Cl:1])=[CH:7][CH:6]=2)[CH2:9][CH2:10]1 |f:1.2|. Reported procedure: 1-(4-Chloro-phenyl)-piperazine (392 mg; 2.0 mmol) and sodium ethoxide (150 mg; 2.21 mmol) are dissolved in ethanol (2 mL) and irradiated for 5 minutes in a mono-mode microwave oven at 60° C. 2-Methyl-acrylic acid methyl ester (400 μL; 4.0 mmol) is then added and the resulting mixture is irradiated for 50 minutes in a mono-mode microwave oven at 100° C. The reaction is concentrated under reduced pressure, diluted in ethylacetate (10 mL) and extracted with water (2×5 mL). The organic phase is drie... Starting materials: N1=CC(=CC=C1)CC1=CC2=CC=C(C=C2C=C1)C1(OCCO1)C (2-(3-pyridylmethyl)-6-(2-methyl-1,3-dioxolan-2-yl)naphthalene), C([O-])([O-])=O.[Na+].[Na+] (sodium carbonate). The solvent is Cl (hydrochloric acid). Reaction conditions: time 3 hour. The product is N1=CC(=CC=C1)CC1=CC2=CC=C(C=C2C=C1)C(C)=O (2-(3-pyridylmethyl)-6-acetylnaphthalene). Yield: 101.3%. As a reaction SMILES: [N:1]1[CH:6]=[CH:5][CH:4]=[C:3]([CH2:7][C:8]2[CH:17]=[CH:16][C:15]3[C:10](=[CH:11][CH:12]=[C:13]([C:18]4([CH3:23])OCC[O:19]4)[CH:14]=3)[CH:9]=2)[CH:2]=1.C(=O)([O-])[O-].[Na+].[Na+]>Cl>[N:1]1[CH:6]=[CH:5][CH:4]=[C:3]([CH2:7][C:8]2[CH:17]=[CH:16][C:15]3[C:10](=[CH:11][CH:12]=[C:13]([C:18](=[O:19])[CH3:23])[CH:14]=3)[CH:9]=2)[CH:2]=1 |f:1.2.3|. Procedure: A solution of 150 mg of 2-(3-pyridylmethyl)-6-(2-methyl-1,3-dioxolan-2-yl)naphthalene in 15 ml of 1N hydrochloric acid was allowed to stand for 3 hours at room temperature. The solution was neutralized with sodium carbonate and extracted with methylene chloride. The organic layer was dried over sodium sulfate and the solvent removed under reduced pressure to give 130 mg of 2-(3-pyridylmethyl)-6-acetylnaphthalene as an oil.